The task is: describe an organic reaction: reactants, conditions, products, and yield. This data is from the Open Reaction Database (ORD), a public repository of structured organic reaction records. The reactants are CCCCOc1ccc(C(=O)Nc2ccc(N3CCC4(C3)OCCO4)c(F)c2)cc1, CCCCOc1ccc(C(=O)O)cc1. The product is CCCCOc1ccc(C(=O)O)cc1, Nc1ccc(N2CCC3(C2)OCCO3)c(F)c1. Reaction SMILES: [CH2:15]([O:16][c:17]1[cH:18][cH:19][c:20]([C:21](=[O:22])[NH:26][c:27]2[cH:28][c:29]([F:42])[c:30]([N:33]3[CH2:34][C:35]4([O:36][CH2:37][CH2:38][O:39]4)[CH2:40][CH2:41]3)[cH:31][cH:32]2)[cH:23][cH:24]1)[CH2:25][CH2:43][CH3:44].[CH2:1]([CH2:2][CH2:3][CH3:4])[O:5][c:6]1[cH:7][cH:8][c:9]([C:10](=[O:11])[OH:12])[cH:13][cH:14]1>>[CH2:1]([CH2:2][CH2:3][CH3:4])[O:5][c:6]1[cH:7][cH:8][c:9]([C:10](=[O:11])[OH:12])[cH:13][cH:14]1.[NH2:26][c:27]1[cH:28][c:29]([F:42])[c:30]([N:33]2[CH2:34][C:35]3([O:36][CH2:37][CH2:38][O:39]3)[CH2:40][CH2:41]2)[cH:31][cH:32]1. Reactants: OC=1C=C(C(C(=O)OC)=CC1)C(=O)OC (dimethyl 4-hydroxyphthalate), COC1=CC=C(OC(CCC)Br)C=C1 (p-methoxyphenoxy-l-bromobutane), C([O-])([O-])=O.[K+].[K+] (potassium carbonate). Run in C(C)#N (acetonitrile). Run at time 7 hour. Product: COC1=CC=C(OCCCCOC=2C=C(C(C(=O)OC)=CC2)C(=O)OC)C=C1 (dimethyl 4-[4'-(p-methoxyphenoxy)butoxy]phthalate). Yield: 72.1%. As a reaction SMILES: [OH:1][C:2]1[CH:3]=[C:4]([C:12]([O:14][CH3:15])=[O:13])[C:5](=[CH:10][CH:11]=1)[C:6]([O:8][CH3:9])=[O:7].[CH3:16][O:17][C:18]1[CH:29]=[CH:28][C:21]([O:22][CH:23](Br)[CH2:24][CH2:25][CH3:26])=[CH:20][CH:19]=1.C(=O)([O-])[O-].[K+].[K+]>C(#N)C>[CH3:16][O:17][C:18]1[CH:29]=[CH:28][C:21]([O:22][CH2:23][CH2:24][CH2:25][CH2:26][O:1][C:2]2[CH:3]=[C:4]([C:12]([O:14][CH3:15])=[O:13])[C:5](=[CH:10][CH:11]=2)[C:6]([O:8][CH3:9])=[O:7])=[CH:20][CH:19]=1 |f:2.3.4|. Procedure: 21.0 g (0.1 mol) of dimethyl 4-hydroxyphthalate, 25.9 g (0.1 mol) of p-methoxyphenoxy-l-bromobutane and 100 ml of acetonitrile were put in a 300-ml three-neck flask, and 6.91 g of potassium carbonate was added in three divided portions at two-hour intervals at 70° to 80° C. The reaction system was stirred further for 7 hours under reflux. The system was cooled to room temperature, and the salts formed and acetonitrile were taken out by filtration and distillation, respectively. Ethyl acetate and...